Dataset: the Open Reaction Database (ORD), a public repository of structured organic reaction records. Task: describe an organic reaction: reactants, conditions, products, and yield The reactants are N1(CCOCC1)CC(=O)N1CCC(CC1)C1=CC(=C(O1)C=1C=C2CCC(C2=CC1)=NO)C1=CC=NC=C1 (5-{5-[1-(2-Morpholin-4-ylethanoyl)piperidin-4-yl]-3-pyridin-4-ylfuran-2-yl}indan-1-one oxime), N1CCNCC1 (piperazine). The product is N1(CCNCC1)CC(=O)N1CCC(CC1)C1=CC(=C(O1)C=1C=C2CCC(C2=CC1)=NO)C1=CC=NC=C1 (5-{5-[1-(2-piperazin-1-ylethanoyl)piperidin-4-yl]-3-pyridin-4-ylfuran-2-yl}indan-1-one oxime). Yield: 17.0%. As a reaction SMILES: [N:1]1([CH2:7][C:8]([N:10]2[CH2:15][CH2:14][CH:13]([C:16]3[O:20][C:19]([C:21]4[CH:22]=[C:23]5[C:27](=[CH:28][CH:29]=4)[C:26](=[N:30][OH:31])[CH2:25][CH2:24]5)=[C:18]([C:32]4[CH:37]=[CH:36][N:35]=[CH:34][CH:33]=4)[CH:17]=3)[CH2:12][CH2:11]2)=[O:9])[CH2:6][CH2:5]O[CH2:3][CH2:2]1.[NH:38]1CCNCC1>>[N:1]1([CH2:7][C:8]([N:10]2[CH2:11][CH2:12][CH:13]([C:16]3[O:20][C:19]([C:21]4[CH:22]=[C:23]5[C:27](=[CH:28][CH:29]=4)[C:26](=[N:30][OH:31])[CH2:25][CH2:24]5)=[C:18]([C:32]4[CH:33]=[CH:34][N:35]=[CH:36][CH:37]=4)[CH:17]=3)[CH2:14][CH2:15]2)=[O:9])[CH2:6][CH2:5][NH:38][CH2:3][CH2:2]1. Procedure details: The title compound (0.047 g, 17%) was prepared from the product of Example 47 Step 1 and piperazine using the method of Example 47 Step 2; MS(ES+) m/e 485 [M+H]+. Reactants: COC1=C(C=C(C=C1)N1CCN(CC1)CCC1=CC=CC=C1)C (1-(4-methoxy-3-methylphenyl)-4-phenethylpiperazine), C(CCCCCCCCC)N1CCN(CC1)C1=C(C=C(C(=C1)F)OC)F (1-decyl-4-(2,5-difluoro-4-methoxyphenyl)piperazine). The product is C(CCCCCCCCC)N1CCN(CC1)C1=CC(=C(C=C1F)O)F (4-(4-decylpiperazin-1-yl)-2,5-difluorophenol). Isolated yield 39.6%. As a reaction SMILES: COC1C=CC(N2CCN(CCC3C=CC=CC=3)CC2)=CC=1C.[CH2:24]([N:34]1[CH2:39][CH2:38][N:37]([C:40]2[CH:45]=[C:44]([F:46])[C:43]([O:47]C)=[CH:42][C:41]=2[F:49])[CH2:36][CH2:35]1)[CH2:25][CH2:26][CH2:27][CH2:28][CH2:29][CH2:30][CH2:31][CH2:32][CH3:33]>>[CH2:24]([N:34]1[CH2:35][CH2:36][N:37]([C:40]2[C:41]([F:49])=[CH:42][C:43]([OH:47])=[C:44]([F:46])[CH:45]=2)[CH2:38][CH2:39]1)[CH2:25][CH2:26][CH2:27][CH2:28][CH2:29][CH2:30][CH2:31][CH2:32][CH3:33]. Reported procedure: Production Example 10 was repeated except that 1-(4-methoxy-3-methylphenyl)-4-phenethylpiperazine was replaced with 1-decyl-4-(2,5-difluoro-4-methoxyphenyl)piperazine (176 mg). The resulting crude product was purified on TLC (developer, chloroform: methanol=19:1) to provide 4-(4-decylpiperazin-1-yl)-2,5-difluorophenol (67 mg). Starting materials: CC(C)C[Al+]CC(C)C, CCOC(=O)C=C(C)C=Cc1ccc(C(F)(F)F)cc1, Cc1ccccc1, [H-], Cc1ccccc1. The product is CC(C=Cc1ccc(C(F)(F)F)cc1)=CCO. RXN SMILES: [CH2:29]([Al+:30][CH2:31][CH:32]([CH3:33])[CH3:34])[CH:35]([CH3:36])[CH3:37].[CH3:1][C:2](=[CH:3][C:4](=[O:5])[O:6][CH2:7][CH3:8])[CH:9]=[CH:10][c:11]1[cH:12][cH:13][c:14]([C:17]([F:18])([F:19])[F:20])[cH:15][cH:16]1.[CH3:38][c:39]1[cH:40][cH:41][cH:42][cH:43][cH:44]1.[H-:28].[c:21]1([CH3:22])[cH:23][cH:24][cH:25][cH:26][cH:27]1>>[CH3:1][C:2](=[CH:3][CH2:4][OH:5])[CH:9]=[CH:10][c:11]1[cH:12][cH:13][c:14]([C:17]([F:18])([F:19])[F:20])[cH:15][cH:16]1. Reactants: C(C)(C)(C)SCC1=C(OC=2C=C(C=CC2OC)CC(=O)O)C=CC(=C1)NC(C(C)(C)C)=O ({3-[2-tert-butylsulfanylmethyl-4-(2,2-dimethyl-propionylamino)-phenoxy]-4-methoxy-phenyl}-acetic acid), ClC1=CC(=CC=C1)C(=O)OO (3-chloroperbenzoic acid). Yields the product CC(C(=O)NC1=CC(=C(OC=2C=C(C=CC2OC)CC(=O)O)C=C1)CS(=O)C(C)(C)C)(C)C ({3-[4-(2,2-Dimethyl-propionylamino)-2-(2-methyl-propane-2-sulfinylmethyl)-phenoxy]-4-methoxy-phenyl}-acetic acid). As a reaction SMILES: [C:1]([S:5][CH2:6][C:7]1[CH:25]=[C:24]([NH:26][C:27](=[O:32])[C:28]([CH3:31])([CH3:30])[CH3:29])[CH:23]=[CH:22][C:8]=1[O:9][C:10]1[CH:11]=[C:12]([CH2:18][C:19]([OH:21])=[O:20])[CH:13]=[CH:14][C:15]=1[O:16][CH3:17])([CH3:4])([CH3:3])[CH3:2].ClC1C=CC=C(C(OO)=[O:41])C=1>>[CH3:29][C:28]([CH3:31])([CH3:30])[C:27]([NH:26][C:24]1[CH:23]=[CH:22][C:8]([O:9][C:10]2[CH:11]=[C:12]([CH2:18][C:19]([OH:21])=[O:20])[CH:13]=[CH:14][C:15]=2[O:16][CH3:17])=[C:7]([CH2:6][S:5]([C:1]([CH3:4])([CH3:3])[CH3:2])=[O:41])[CH:25]=1)=[O:32]. Procedure: Prepared according to the procedure described in Example 2 using {3-[2-tert-butylsulfanylmethyl-4-(2,2-dimethyl-propionylamino)-phenoxy]-4-methoxy-phenyl}-acetic acid and 3-chloroperbenzoic acid (1 equivalent). Reactants: COC1=CC2=C(C(C3=C(NC2)C=CC=C3)=O)C=C1 (8-methoxy-11-oxo-6,11- dihydrodibenz[b,e]azepine), [N+](=O)([O-])C1=CC=C(C(=O)Cl)C=C1 (4-nitrobenzoyl chloride). Run in C(C)(=O)OCC (ethyl acetate), CN(C1=CC=CC=C1)C (N,N-dimethylaniline). Conditions: time 1 hour. The product is COC1=CC2=C(C(C3=C(N(C2)C(C2=CC=C(C=C2)[N+](=O)[O-])=O)C=CC=C3)=O)C=C1 (8-methoxy -5-(4-nitrobenzoyl)-11-oxo-6,11-dihydrodibenz[b,e]azepine). The yield is 98.6%. Reaction SMILES: [CH3:1][O:2][C:3]1[CH:18]=[CH:17][C:6]2[C:7](=[O:16])[C:8]3[CH:15]=[CH:14][CH:13]=[CH:12][C:9]=3[NH:10][CH2:11][C:5]=2[CH:4]=1.[N+:19]([C:22]1[CH:30]=[CH:29][C:25]([C:26](Cl)=[O:27])=[CH:24][CH:23]=1)([O-:21])=[O:20]>CN(C)C1C=CC=CC=1.C(OCC)(=O)C>[CH3:1][O:2][C:3]1[CH:18]=[CH:17][C:6]2[C:7](=[O:16])[C:8]3[CH:15]=[CH:14][CH:13]=[CH:12][C:9]=3[N:10]([C:26](=[O:27])[C:25]3[CH:24]=[CH:23][C:22]([N+:19]([O-:21])=[O:20])=[CH:30][CH:29]=3)[CH2:11][C:5]=2[CH:4]=1. Reported procedure: To a solution of 8-methoxy-11-oxo-6,11- dihydrodibenz[b,e]azepine (150 mg) in N,N-dimethylaniline (1 ml) was added 4-nitrobenzoyl chloride (140 mg) at 110° C. The mixture was stirred for 1 hour at the same temperature and diluted with ethyl acetate. The solution was washed successively with diluted hydrochloric acid and brine. The organic phase was dried over magnesium sulfate, and evaporated in vacuo to give crude 8-methoxy -5-(4-nitrobenzoyl)-11-oxo-6,11-dihydrodibenz[b,e]azepine (240 mg). Starting materials: COC([C@H](COC(C)C1=CC=CC=C1)NC(=O)OCC1=CC=CC=C1)=O ((S)-2-benzyloxycarbonylamino-3-(1-phenyl-ethoxy)-propionic acid methyl ester), N (ammonia). Reagents/catalysts: [Pd] (palladium on charcoal). Run in CO (methanol), CO (methanol). RXN SMILES: C[O:2][C:3](=O)[C@@H:4]([NH:15]C(OCC1C=CC=CC=1)=O)[CH2:5][O:6][CH:7]([C:9]1[CH:14]=[CH:13][CH:12]=[CH:11][CH:10]=1)[CH3:8].N>CO.[Pd]>[NH2:15][C@@H:4]([CH2:5][O:6][CH:7]([C:9]1[CH:14]=[CH:13][CH:12]=[CH:11][CH:10]=1)[CH3:8])[CH2:3][OH:2]. Reported procedure: To a solution of (S)-2-benzyloxycarbonylamino-3-(1-phenyl-ethoxy)-propionic acid methyl ester (1.1 g) in methanol (5 ml) were added ammonia in methanol (7 N solution, 0.22 ml) and palladium on charcoal (5%, 110 mg). The mixture was stirred vigorously under an atmosphere of hydrogen for 30 min. The catalyst was filtered off and the filtrate was evaporated. The crude product was purified by column chromatography (SiO2; dichloromethane/MeOH=98:2) to give (R)-2-amino-3-(1-phenyl-ethoxy)-propan-1-ol ... Yields the product N[C@H](CO)COC(C)C1=CC=CC=C1 ((R)-2-amino-3-(1-phenyl-ethoxy)-propan-1-ol). Conditions: time 30 minute. Yield: 46.6%. Starting materials: [H][H] (hydrogen), C(C1=CC=CC=C1)OC(CN(CC1CCCO1)C([C@@H](N(S(=O)(=O)C1=CC(=C(C=C1)OC)C1CCCCC1)[N+](=O)[O-])CCCNC(N)=N)=O)=O (nitro-N2 -(3-cyclohexyl-4-methoxyphenylsulfonyl)-L-arginyl-N-tetrahydrofurfurylglycine benzyl ester), C(C)(=O)O (acetic acid), O (water). The reagents and catalysts are [Pd] (palladium-black). Run in C(C)O (ethanol). Product: N#N.C1(CCCCC1)C=1C=C(C=CC1OC)S(=O)(=O)N[C@@H](CCCNC(N)=N)C(=O)N(CC(=O)O)CC1CCCO1 (N2 (3-cyclohexyl-4-methoxyphenylsulfonyl)-L-arginyl-N-tetrahydrofurfurylglycine). The yield is 57.0%. RXN SMILES: C([O:8][C:9](=[O:49])[CH2:10][N:11]([C:18](=[O:48])[C@H:19]([CH2:41][CH2:42][CH2:43][NH:44][C:45](=[NH:47])[NH2:46])[N:20]([N+:38]([O-])=O)[S:21]([C:24]1[CH:29]=[CH:28][C:27]([O:30][CH3:31])=[C:26]([CH:32]2[CH2:37][CH2:36][CH2:35][CH2:34][CH2:33]2)[CH:25]=1)(=[O:23])=[O:22])[CH2:12][CH:13]1[O:17][CH2:16][CH2:15][CH2:14]1)C1C=CC=CC=1.C(O)(=O)C.O.[H][H]>C(O)C.[Pd]>[N:20]#[N:38].[CH:32]1([C:26]2[CH:25]=[C:24]([S:21]([NH:20][C@H:19]([C:18]([N:11]([CH2:12][CH:13]3[O:17][CH2:16][CH2:15][CH2:14]3)[CH2:10][C:9]([OH:49])=[O:8])=[O:48])[CH2:41][CH2:42][CH2:43][NH:44][C:45](=[NH:46])[NH2:47])(=[O:23])=[O:22])[CH:29]=[CH:28][C:27]=2[O:30][CH3:31])[CH2:37][CH2:36][CH2:35][CH2:34][CH2:33]1 |f:6.7|. Reported procedure: To a solution of 2.4 g of NG -nitro-N2 -(3-cyclohexyl-4-methoxyphenylsulfonyl)-L-arginyl-N-tetrahydrofurfurylglycine benzyl ester in 50 ml of ethanol, 10 ml of acetic acid and 10 ml of water was added 0.5 g of palladium-black and then the mixture was shaken in a hydrogen atmosphere for 50 hours at room temperature. At the end of this period, the ethanol solution was filtered to remove the catalyst and evaporated to dryness. The residue was washed several times with dry ethyl ether and chromatogr... RXN SMILES: [OH:1][CH:2](CC#N)[CH2:3][C:4]#[N:5].CC[O:11][C:12]([CH3:14])=[O:13].Cl>N#N>[OH:1][C@H:2]([CH2:3][C:4]#[N:5])[CH2:14][C:12]([OH:11])=[O:13]. Yield: 98.0%. Procedure details: 3-hydroxyglutaronitrile (1 g, 9 mmol) was suspended in 37.5 mL of N2 (g) sparged, room temperature, 100 mM sodium phosphate buffer at pH 7. To this 240 mM solution of HGN was added 150 mg of cell lysate normalized for protein content. As assessed by PAGE, the nitrilase content was established to be 20% of the total protein. Therefore effectively, 30 mg of nitrilase is used in this reaction. The reaction was agitated at 100 rpm. Reaction progress was monitored by TLC (1:1 EtOAc:Hexanes, Rf=0.32, ... Yields the product O[C@@H](CC(=O)O)CC#N ((R)-3-hydroxy-4-cyanobutyric acid), oil. Solvent: Hexanes, N#N (N2). Starting materials: Cl (HCl), nitrile, OC(CC#N)CC#N (3-hydroxyglutaronitrile), CCOC(=O)C (EtOAc). Conditions: time 22 hour. Reactants: Cl, CCOc1cc2c(=O)cc(C(=O)O)n(CC)c2ccc1=O. The product is CCOc1cc2c(=O)cc(C(=O)O)[nH]c2ccc1=O. RXN SMILES: [ClH:22].[O:1]=[c:2]1[c:3]2[c:4]([n:5]([CH2:11][CH3:12])[c:6]([C:8](=[O:9])[OH:10])[cH:7]1)[cH:13][cH:14][c:15](=[O:21])[c:16]([O:18][CH2:19][CH3:20])[cH:17]2>>[O:1]=[c:2]1[c:3]2[c:4]([nH:5][c:6]([C:8](=[O:9])[OH:10])[cH:7]1)[cH:13][cH:14][c:15](=[O:21])[c:16]([O:18][CH2:19][CH3:20])[cH:17]2.